Dataset: the Open Reaction Database (ORD), a public repository of structured organic reaction records. Task: describe an organic reaction: reactants, conditions, products, and yield As a reaction SMILES: [S:1]1[CH:5]=[CH:4][CH:3]=[C:2]1B(O)O.Br[C:10]1[S:18][C:17]2[C:12](=[N:13][CH:14]=[CH:15][C:16]=2[NH:19][C:20]2[CH:21]=[C:22]3[C:26](=[CH:27][CH:28]=2)[NH:25][C:24]([CH3:29])=[CH:23]3)[CH:11]=1>>[CH3:29][C:24]1[NH:25][C:26]2[C:22]([CH:23]=1)=[CH:21][C:20]([NH:19][C:16]1[CH:15]=[CH:14][N:13]=[C:12]3[CH:11]=[C:10]([C:2]4[S:1][CH:5]=[CH:4][CH:3]=4)[S:18][C:17]=13)=[CH:28][CH:27]=2. Yields the product CC=1NC2=CC=C(C=C2C1)NC1=C2C(=NC=C1)C=C(S2)C=2SC=CC2 ((2-Methyl-1H-indol-5-yl)-(2-thiophen-2-yl-thieno[3,2-b]pyridin-7-yl)-amine). Reactants: S1C(=CC=C1)B(O)O (2-thiophene-boronic acid), BrC1=CC2=NC=CC(=C2S1)NC=1C=C2C=C(NC2=CC1)C ((2-bromothieno[3,2-b]pyridin-7-yl)-(2-methyl-1H-indol-5-yl)-amine). Reported procedure: The title compound was prepared from 2-thiophene-boronic acid and (2-bromothieno[3,2-b]pyridin-7-yl)-(2-methyl-1H-indol-5-yl)-amine by the procedure analogous to example 2 above. 1H NMR (400 MHz, CD3OD) δ8.01 (d, 1H), 7.39 (d, 1H), 7.36 (s, 1H), 7.30 (s, 1H), 7.26 (d, 1H), 7.01 (dd, 1H), 6.94 (dd, 1H), 6.53 (d, 1H), 6.09 (s, 1H), 2.39 (s, 3H); RP18-HPLC RT: 5.78 minutes; API MS: 362 (M+1). The reactants are lithium aluminum spinel, C(C)(C)(C)C1CC(CCC1)N (3-tert-butylcyclohexylamine). Reagents/catalysts: [Pd] (palladium). The product is C(C)(C)(C)C=1C=C(N)C=CC1 (m-tert-butylaniline). Yield: 95.0%. As a reaction SMILES: [C:1]([CH:5]1[CH2:10][CH2:9][CH2:8][CH:7]([NH2:11])[CH2:6]1)([CH3:4])([CH3:3])[CH3:2]>[Pd]>[C:1]([C:5]1[CH:6]=[C:7]([CH:8]=[CH:9][CH:10]=1)[NH2:11])([CH3:4])([CH3:2])[CH3:3]. Procedure: The procedure described in Example 27 is followed, using a catalyst which contains 1.0% by weight of palladium on a lithium/aluminum spinel. Starting from 3-tert-butylcyclohexylamine, there is obtained m-tert-butylaniline (boiling point=72°-73° C./0.27 mbar) in a yield of 95% of the theory. Reactants: ClC1=CC=C(CCC2=CC=C(C=C2)O)C=C1 (4-(4-chlorophenethyl)-phenol), CN(C(=O)Cl)C1=CC=CC=C1 (N-methyl-N-phenylcarbamoyl chloride), crude product. Yields the product ClC1=CC=C(C=C1)CCC1=CC=C(C=C1)OC(N(C1=CC=CC=C1)C)=O (Methyl-phenyl-carbamic acid 4-[2-(4-chloro-phenyl)-ethyl]-phenyl ester). As a reaction SMILES: [Cl:1][C:2]1[CH:16]=[CH:15][C:5]([CH2:6][CH2:7][C:8]2[CH:13]=[CH:12][C:11]([OH:14])=[CH:10][CH:9]=2)=[CH:4][CH:3]=1.[CH3:17][N:18]([C:22]1[CH:27]=[CH:26][CH:25]=[CH:24][CH:23]=1)[C:19](Cl)=[O:20]>>[Cl:1][C:2]1[CH:3]=[CH:4][C:5]([CH2:6][CH2:7][C:8]2[CH:13]=[CH:12][C:11]([O:14][C:19](=[O:20])[N:18]([CH3:17])[C:22]3[CH:27]=[CH:26][CH:25]=[CH:24][CH:23]=3)=[CH:10][CH:9]=2)=[CH:15][CH:16]=1. Reported procedure: The title product was prepared from 4-(4-chlorophenethyl)-phenol and N-methyl-N-phenylcarbamoyl chloride. The crude product was subjected to preparative HPLC (57%, white crystals). HPLC-MS: m/z=366.1 (M+1); Rt: 5.58 min. Starting materials: [Cl-].C[NH3+] (methylammonium chloride), C1(=CC=CC=C1)C1OC(=C(C1=O)C1=CC(=CC=C1)C(F)(F)F)N (2-phenyl-3-oxo-4-(3-trifluoromethylphenyl)-5-amino-2,3-dihydrofuran), CN (methyl amine), Cl (hydrochloric acid). Run in O (water), CO (methanol). The product is C1(=CC=CC=C1)C1OC(=C(C1=O)C1=CC(=CC=C1)C(F)(F)F)NC (2-Phenyl-3-Oxo-4-(3-Trifluoromethylphenyl)-5-Methylamino-2,3-Dihydrofuran). Yield: 93.2%. As a reaction SMILES: [Cl-].[CH3:2][NH3+].[C:4]1([CH:10]2[C:14](=[O:15])[C:13]([C:16]3[CH:21]=[CH:20][CH:19]=[C:18]([C:22]([F:25])([F:24])[F:23])[CH:17]=3)=[C:12]([NH2:26])[O:11]2)[CH:9]=[CH:8][CH:7]=[CH:6][CH:5]=1.CN.Cl>O.CO>[C:4]1([CH:10]2[C:14](=[O:15])[C:13]([C:16]3[CH:21]=[CH:20][CH:19]=[C:18]([C:22]([F:23])([F:24])[F:25])[CH:17]=3)=[C:12]([NH:26][CH3:2])[O:11]2)[CH:5]=[CH:6][CH:7]=[CH:8][CH:9]=1 |f:0.1|. Procedure: In this example, 2 g of methylammonium chloride was added at room temperature to a stirred slurry containing 10 g of 2-phenyl-3-oxo-4-(3-trifluoromethylphenyl)-5-amino-2,3-dihydrofuran in 60 ml of aqueous 40 wt % methyl amine followed by the addition of 50 ml of methanol. The resulting suspension was heated to reflux and refluxed overnight (about 15--18 hours). The mixture was cooled to room temperature and added to a dilute acid solution containing 58 ml of aqueous 12N hydrochloric acid in 300 ... Starting materials: CN[C@H]1[C@@H](CCCC1)NC ((R,R)-(−)-N,N′-Dimethyl-1,2-cyclohexanediamine), IC=1C=NN(C1)CCCOC1OCCCC1 (4-Iodo-1-[3-(tetrahydro-pyran-2-yloxy)-propyl]-1H-pyrazole), C(C)(C)(C)C=1C=C(NN1)N (5-tert-butyl-2H-pyrazol-3-ylamine), C(=O)([O-])[O-].[K+].[K+] (K2CO3). Reagents/catalysts: [Cu]I (copper (I) iodide). Run in C1(=CC=CC=C1)C (toluene), O (water). Run at temperature 140 celsius. Product: C(C)(C)(C)C1=NN(C(=C1)N)C=1C=NN(C1)CCCOC1OCCCC1 (3-tert-Butyl-1′-[3-(tetrahydro-pyran-2-yloxy)-propyl]-1′H-[1,4′]bipyrazolyl-5-ylamine). Isolated yield 73.6%. Reaction SMILES: I[C:2]1[CH:3]=[N:4][N:5]([CH2:7][CH2:8][CH2:9][O:10][CH:11]2[CH2:16][CH2:15][CH2:14][CH2:13][O:12]2)[CH:6]=1.[C:17]([C:21]1[CH:22]=[C:23]([NH2:26])[NH:24][N:25]=1)([CH3:20])([CH3:19])[CH3:18].C([O-])([O-])=O.[K+].[K+].CN[C@@H]1CCCC[C@H]1NC>[Cu]I.O.C1(C)C=CC=CC=1>[C:17]([C:21]1[CH:22]=[C:23]([NH2:26])[N:24]([C:2]2[CH:3]=[N:4][N:5]([CH2:7][CH2:8][CH2:9][O:10][CH:11]3[CH2:16][CH2:15][CH2:14][CH2:13][O:12]3)[CH:6]=2)[N:25]=1)([CH3:20])([CH3:19])[CH3:18] |f:2.3.4|. Procedure: To a mixture of intermediate 113a (1.50 g, 4.46 mmol), 5-tert-butyl-2H-pyrazol-3-ylamine (620 mg, 4.46 mmol), copper (I) iodide (42 mg, 0.22 mmol) and K2CO3 (1.29 g, 9.37 mmol) was added a solution of toluene (4.6 mL), previously degassed by using a stream of argon. (R,R)-(−)-N,N′-Dimethyl-1,2-cyclohexanediamine (141 μL, 0.89 mmol) was then added and the reaction mixture was heated at 140° C. for 2.5 h under microwave irradiation. The crude reaction mixture was poured into water and extracted wi...